Dataset: the Open Reaction Database (ORD), a public repository of structured organic reaction records. Task: describe an organic reaction: reactants, conditions, products, and yield Reactants: [BH4-].[Na+] (sodium borohydride), C1(CCCC1)C(C(=O)OC(C)(C)C)C1=CC=C(C=C1)CN1C(C2=C(C=CC(=C2C1=O)F)F)=O (tert-butyl(+/−)-cyclopentyl{4-[(4,7-difluoro-1,3-dioxo-1,3-dihydro-2H-isoindol-2-yl)methyl]phenyl}acetate), ClCCl (dichloromethane). The solvent is C(C)O (ethanol). Reaction conditions: time 1 hour. Yields the product C1(CCCC1)C(C(=O)OC(C)(C)C)C1=CC=C(C=C1)CN1C(C2=C(C=CC(=C2C1=O)F)F)O (tert-Butyl cyclopentyl{4-[(4,7-difluoro-1-hydroxy-3-oxo-1,3-dihydro-2H-isoindol-2-yl)methyl]phenyl}acetate). As a reaction SMILES: [CH:1]1([CH:6]([C:14]2[CH:19]=[CH:18][C:17]([CH2:20][N:21]3[C:29](=[O:30])[C:28]4[C:23](=[C:24]([F:32])[CH:25]=[CH:26][C:27]=4[F:31])[C:22]3=[O:33])=[CH:16][CH:15]=2)[C:7]([O:9][C:10]([CH3:13])([CH3:12])[CH3:11])=[O:8])[CH2:5][CH2:4][CH2:3][CH2:2]1.[BH4-].[Na+].ClCCl>C(O)C>[CH:1]1([CH:6]([C:14]2[CH:19]=[CH:18][C:17]([CH2:20][N:21]3[C:22](=[O:33])[C:23]4[C:28](=[C:27]([F:31])[CH:26]=[CH:25][C:24]=4[F:32])[CH:29]3[OH:30])=[CH:16][CH:15]=2)[C:7]([O:9][C:10]([CH3:12])([CH3:11])[CH3:13])=[O:8])[CH2:5][CH2:4][CH2:3][CH2:2]1 |f:1.2|. Reported procedure: A solution of 200.0 mg (0.44 mmol) of tert-butyl(+/−)-cyclopentyl{4-[(4,7-difluoro-1,3-dioxo-1,3-dihydro-2H-isoindol-2-yl)methyl]phenyl}acetate in 1 ml of ethanol was cooled to 0° C., and 18.3 mg (0.48 mmol) of sodium borohydride were added. 0.2 ml of dichloromethane was added, and the reaction mixture was warmed to RT. After 1 h of stirring, the mixture was concentrated and the residue was purified by chromatography on silica gel (mobile phase cyclohexane/ethyl acetate 6:1 to 4:1). This gave 18... Starting materials: C(C)(=O)C1=CC=C(C=C1)CC(=O)OCC (ethyl 4-acetylphenylacetate), II (iodine), NC1=NC=CC=C1 (2-aminopyridine). Solvent: C(C)O (ethanol). Yields the product N=1C(=CN2C1C=CC=C2)C2=CC=C(C=C2)CC(=O)OCC (ethyl 4-(imidazo[1,2-a]pyridin-2-yl)phenylacetate). Isolated yield 36.8%. Reaction SMILES: [C:1]([C:4]1[CH:9]=[CH:8][C:7]([CH2:10][C:11]([O:13][CH2:14][CH3:15])=[O:12])=[CH:6][CH:5]=1)(=O)[CH3:2].II.[NH2:18][C:19]1[CH:24]=[CH:23][CH:22]=[CH:21][N:20]=1>C(O)C>[N:18]1[C:1]([C:4]2[CH:9]=[CH:8][C:7]([CH2:10][C:11]([O:13][CH2:14][CH3:15])=[O:12])=[CH:6][CH:5]=2)=[CH:2][N:20]2[CH:21]=[CH:22][CH:23]=[CH:24][C:19]=12. Procedure: A mixture of 6 g of ethyl 4-acetylphenylacetate, 20 ml of ethanol, 7.5 g of iodine and 5.7 g of 2-aminopyridine is heated under reflux for 3 hours. The ethanol is distilled off under reduced pressure, and the residue is extracted with ethyl acetate. The extract is washed with water, dried, and concentrated to give a reddish brown oil. The oil is column chromatographed over silica gel with chloroform as eluent, and the colorless crystals obtained from the chloroform eluate are recrystallized from... Reactants: CS(=O)(=O)Cl (Methanesulfonyl chloride), FC=1C(OC2=CC(=CC=C2C1C1=CC=C(C=C1)F)N)(C)C ([3-fluoro-4-(4-fluorophenyl)-2,2-dimethyl-2H-chromen-7-yl]amine). Solvent: N1=CC=CC=C1 (pyridine), N1=CC=CC=C1 (pyridine). Reaction conditions: time 2 hour. Product: FC=1C(OC2=CC(=CC=C2C1C1=CC=C(C=C1)F)NS(=O)(=O)C)(C)C (N-[3-fluoro-4-(4-fluorophenyl)-2,2-dimethyl-2H-chromen-7-yl]methanesulfonamide). As a reaction SMILES: [CH3:1][S:2](Cl)(=[O:4])=[O:3].[F:6][C:7]1[C:8]([CH3:26])([CH3:25])[O:9][C:10]2[C:15]([C:16]=1[C:17]1[CH:22]=[CH:21][C:20]([F:23])=[CH:19][CH:18]=1)=[CH:14][CH:13]=[C:12]([NH2:24])[CH:11]=2>N1C=CC=CC=1>[F:6][C:7]1[C:8]([CH3:26])([CH3:25])[O:9][C:10]2[C:15]([C:16]=1[C:17]1[CH:18]=[CH:19][C:20]([F:23])=[CH:21][CH:22]=1)=[CH:14][CH:13]=[C:12]([NH:24][S:2]([CH3:1])(=[O:4])=[O:3])[CH:11]=2. Reported procedure: Under ice-cooling, pyridine (4 mL) and Methanesulfonyl chloride (60 μL) were added dropwise to a solution of [3-fluoro-4-(4-fluorophenyl)-2,2-dimethyl-2H-chromen-7-yl]amine (a compound of Reference Example 7(7), 105 mg) in pyridine (4 mL) and the mixture was stirred at room temperature for 2 hours. The reaction solution was concentrated in vacuo, the residue was diluted with ethyl acetate, and the solution was washed successively with a saturated aqueous solution of citric acid, water, a saturat... As a reaction SMILES: [C:1]([O:7][C:8]1[CH:42]=[CH:41][C:11]([C:12]([O:14][C:15]2[CH:16]=[C:17]([CH:37]([OH:40])[CH2:38]Br)[CH:18]=[C:19]([O:21][C:22](=[O:36])[C:23]3[CH:28]=[CH:27][C:26]([O:29][C:30](=[O:35])[C:31]([CH3:34])([CH3:33])[CH3:32])=[CH:25][CH:24]=3)[CH:20]=2)=[O:13])=[CH:10][CH:9]=1)(=[O:6])[C:2]([CH3:5])([CH3:4])[CH3:3].[C:43]([NH2:47])([CH3:46])([CH3:45])[CH3:44].C(Cl)[Cl:49]>>[ClH:49].[C:1]([O:7][C:8]1[CH:42]=[CH:41][C:11]([C:12]([O:14][C:15]2[CH:16]=[C:17]([CH:37]([OH:40])[CH2:38][NH:47][C:43]([CH3:46])([CH3:45])[CH3:44])[CH:18]=[C:19]([O:21][C:22](=[O:36])[C:23]3[CH:28]=[CH:27][C:26]([O:29][C:30](=[O:35])[C:31]([CH3:34])([CH3:33])[CH3:32])=[CH:25][CH:24]=3)[CH:20]=2)=[O:13])=[CH:10][CH:9]=1)(=[O:6])[C:2]([CH3:5])([CH3:4])[CH3:3] |f:3.4|. Procedure: A solution of 3.2 g (0.005 moles) of 1-[3',5'-bis-(4-pivaloyloxybenzoyloxy)phenyl]-2-bromoethanol and 1.1 g (0.015 moles) of t-butylamine in 100 ml of methylene chloride was boiled under reflux for 18 hrs. After evaporation to dryness, diethyl ether was added to the residue. The precipitated t-butylamino hydrobromide (0.2 g) was filtered off and the filtrate was then acidified with ethanolic hydrochloric acid. HPLC analysis of this solution showed the presence of the title compound as compared w... The reactants are C(C(C)(C)C)(=O)OC1=CC=C(C(=O)OC=2C=C(C=C(C2)OC(C2=CC=C(C=C2)OC(C(C)(C)C)=O)=O)C(CBr)O)C=C1 (1-[3',5'-bis-(4-pivaloyloxybenzoyloxy)phenyl]-2-bromoethanol), C(C)(C)(C)N (t-butylamine), C(Cl)Cl (methylene chloride). Product: Cl.C(C(C)(C)C)(=O)OC1=CC=C(C(=O)OC=2C=C(C=C(C2)OC(C2=CC=C(C=C2)OC(C(C)(C)C)=O)=O)C(CNC(C)(C)C)O)C=C1 (1-[3,5-bis-(4-pivaloyloxybenzoyloxy)phenyl]-2-t-butylaminoethanol hydrochloride). The reactants are NCC(=O)N(C)C=1C(=C(COC2=CC=CC=3N(C(=NC32)C)C)C(=CC1)Cl)Cl (4-[3-(N-glycyl-N-methylamino) -2,6-dichlorobenzyloxy]-1,2-dimethyl-1H-benzimidazole), N1=CC=CC=C1 (pyridine), C(C)(=O)OC(C)=O (acetic anhydride). Solvent: ClCCl (dichloromethane). Run at time 1 hour. Yields the product C(C)(=O)NCC(=O)N(C)C=1C(=C(COC2=CC=CC=3N(C(=NC32)C)C)C(=CC1)Cl)Cl (4-[3-[N-(acetylglycyl)-N-methylamino]-2,6-dichlorobenzyloxy]-1,2-dimethyl-1H-benzimidazole). Isolated yield 85.0%. As a reaction SMILES: [NH2:1][CH2:2][C:3]([N:5]([C:7]1[C:8]([Cl:27])=[C:9]([C:23]([Cl:26])=[CH:24][CH:25]=1)[CH2:10][O:11][C:12]1[C:20]2[N:19]=[C:18]([CH3:21])[N:17]([CH3:22])[C:16]=2[CH:15]=[CH:14][CH:13]=1)[CH3:6])=[O:4].N1C=CC=CC=1.[C:34](OC(=O)C)(=[O:36])[CH3:35]>ClCCl>[C:34]([NH:1][CH2:2][C:3]([N:5]([C:7]1[C:8]([Cl:27])=[C:9]([C:23]([Cl:26])=[CH:24][CH:25]=1)[CH2:10][O:11][C:12]1[C:20]2[N:19]=[C:18]([CH3:21])[N:17]([CH3:22])[C:16]=2[CH:15]=[CH:14][CH:13]=1)[CH3:6])=[O:4])(=[O:36])[CH3:35]. Reported procedure: To a solution of 4-[3-(N-glycyl-N-methylamino) -2,6-dichlorobenzyloxy]-1,2-dimethyl-1H-benzimidazole (80 mg) in dichloromethane (0.8 ml) were added pyridine (23.3 mg) and acetic anhydride (30.1 mg) at ambient temperature, and the mixture was stirred for 1 hour at the same temperature. The solvent was removed with toluene azeotropically three times. The residue was purified by preparative thin layer chromatography (dichloromethane:methanol=10:1, v/v) to give 4-[3-[N-(acetylglycyl)-N-methylamino]-...